This data is from the Open Reaction Database (ORD), a public repository of structured organic reaction records. The task is: describe an organic reaction: reactants, conditions, products, and yield Reactants: N1(CCOCC1)C1CCC2=C(CC1)C=C(C=C2)N (7-Morpholin-4-yl-6,7,8,9-tetrahydro-5H-benzocyclohepten-2-ylamine), ClC1=NC=C(C(=N1)N[C@H]1[C@H]([C@@H]2C=C[C@H]1C2)C(=O)N)Cl ((1S,2S,3R,4R)-3-(2,5-Dichloro-pyrimidin-4-ylamino)-bicyclo[2.2.1]hept-5-ene-2-carboxylic acid amide). The product is ClC=1C(=NC(=NC1)NC=1C=CC2=C(CCC(CC2)N2CCOCC2)C1)NC1C(C2C=CC1C2)C(=O)N (3-[5-Chloro-2-(7-morpholin-4-yl-6,7,8,9-tetrahydro-5H-benzocyclohepten-2-ylamino)-pyrimidin-4-ylamino]-bicyclo[2.2.1]hept-5-ene-2-carboxylic acid amide). Reaction SMILES: [N:1]1([CH:7]2[CH2:13][CH2:12][C:11]3[CH:14]=[C:15]([NH2:18])[CH:16]=[CH:17][C:10]=3[CH2:9][CH2:8]2)[CH2:6][CH2:5][O:4][CH2:3][CH2:2]1.Cl[C:20]1[N:25]=[C:24]([NH:26][C@@H:27]2[C@@H:32]3[CH2:33][C@@H:29]([CH:30]=[CH:31]3)[C@@H:28]2[C:34]([NH2:36])=[O:35])[C:23]([Cl:37])=[CH:22][N:21]=1>>[Cl:37][C:23]1[C:24]([NH:26][CH:27]2[CH:32]3[CH2:33][CH:29]([CH:30]=[CH:31]3)[CH:28]2[C:34]([NH2:36])=[O:35])=[N:25][C:20]([NH:18][C:15]2[CH:16]=[CH:17][C:10]3[CH2:9][CH2:8][CH:7]([N:1]4[CH2:6][CH2:5][O:4][CH2:3][CH2:2]4)[CH2:13][CH2:12][C:11]=3[CH:14]=2)=[N:21][CH:22]=1. Procedure details: In an analogous procedure to Example 651, part c, 7-Morpholin-4-yl-6,7,8,9-tetrahydro-5H-benzocyclohepten-2-ylamine and (1S,2S,3R,4R)-3-(2,5-Dichloro-pyrimidin-4-ylamino)-bicyclo[2.2.1]hept-5-ene-2-carboxylic acid amide were combined to yield 1S,2S,3R,4R)-3-[5-Chloro-2-(7-morpholin-4-yl-6,7,8,9-tetrahydro-5H-benzocyclohepten-2-ylamino)-pyrimidin-4-ylamino]-bicyclo[2.2.1]hept-5-ene-2-carboxylic acid amide as a white solid. 1H-NMR (CDCl3) δ 9.12 (s, 1H), 7.93 (s, 1H), 7.78 (s, 1H), 7.70 (m, 1H), 7... The reactants are BrCCCBr, CN(C)C=O, CC(C)(C)OC(=O)N1CCC(CCCn2c(COc3ccc(Cl)cc3)nc3c(O)cccc32)CC1. The product is CC(C)(C)OC(=O)N1CCC(CCCn2c(COc3ccc(Cl)cc3)nc3c(OCCCBr)cccc32)CC1. RXN SMILES: [Br:1][CH2:2][CH2:3][CH2:4][Br:5].[CH3:41][N:42]([CH3:43])[CH:44]=[O:45].[OH:6][c:7]1[cH:8][cH:9][cH:10][c:11]2[n:12]([CH2:25][CH2:26][CH2:27][CH:28]3[CH2:29][CH2:30][N:31]([C:34](=[O:35])[O:36][C:37]([CH3:38])([CH3:39])[CH3:40])[CH2:32][CH2:33]3)[c:13]([CH2:16][O:17][c:18]3[cH:19][cH:20][c:21]([Cl:24])[cH:22][cH:23]3)[n:14][c:15]12>>[Br:1][CH2:2][CH2:3][CH2:4][O:6][c:7]1[cH:8][cH:9][cH:10][c:11]2[n:12]([CH2:25][CH2:26][CH2:27][CH:28]3[CH2:29][CH2:30][N:31]([C:34](=[O:35])[O:36][C:37]([CH3:38])([CH3:39])[CH3:40])[CH2:32][CH2:33]3)[c:13]([CH2:16][O:17][c:18]3[cH:19][cH:20][c:21]([Cl:24])[cH:22][cH:23]3)[n:14][c:15]12. Product: C=CCNC(=O)NNc1nc(C(=O)c2cccs2)c2sccc2n1. RXN SMILES: [CH2:19]([CH:20]=[CH2:21])[N:22]=[C:23]=[O:24].[CH2:25]1[O:26][CH2:27][CH2:28][CH2:29]1.[NH:1]([NH2:2])[c:3]1[n:4][c:5]([C:12](=[O:13])[c:14]2[s:15][cH:16][cH:17][cH:18]2)[c:6]2[c:7]([n:8]1)[cH:9][cH:10][s:11]2>>[NH:1]([NH:2][C:23]([NH:22][CH2:19][CH:20]=[CH2:21])=[O:24])[c:3]1[n:4][c:5]([C:12](=[O:13])[c:14]2[s:15][cH:16][cH:17][cH:18]2)[c:6]2[c:7]([n:8]1)[cH:9][cH:10][s:11]2. Starting materials: C=CCN=C=O, C1CCOC1, NNc1nc(C(=O)c2cccs2)c2sccc2n1. The reactants are C1C(CCC2=CC=CC=C12)N(NC=O)C(=S)N (N-[(1,2,3,4-tetrahydronaphthalen-2-yl)(aminothiocarbonyl)amino]formamide). Solvent: [OH-].[Na+] (sodium hydroxide). Product: C1C(CCC2=CC=CC=C12)N1N=CNC1=S (2-(1,2,3,4-tetrahydronaphthalen-2-yl)-2,4-dihydro[1,2,4]triazole-3-thione). The yield is 44.2%. RXN SMILES: [CH2:1]1[C:10]2[C:5](=[CH:6][CH:7]=[CH:8][CH:9]=2)[CH2:4][CH2:3][CH:2]1[N:11]([C:15]([NH2:17])=[S:16])[NH:12][CH:13]=O>[OH-].[Na+]>[CH2:1]1[C:10]2[C:5](=[CH:6][CH:7]=[CH:8][CH:9]=2)[CH2:4][CH2:3][CH:2]1[N:11]1[C:15](=[S:16])[NH:17][CH:13]=[N:12]1 |f:1.2|. Procedure: A solution of N-[(1,2,3,4-tetrahydronaphthalen-2-yl)(aminothiocarbonyl)amino]formamide (0.6 g, 2.4 mmol) in 10 mL of 10% sodium hydroxide was heated at 70° C. for 30 minutes. The solution was cooled, acidified with dilute. hydrochloric acid and extracted with ethyl acetate. The ethyl acetate extract was washed with brine, dried over sodium sulfate and concentrated. The residue was recrystallized from ethyl acetate/hexane and filtration gave 2-(1,2,3,4-tetrahydronaphthalen-2-yl)-2,4-dihydro[1,2,4... Reactants: [Al+3], CCOC(=O)c1ccc(C)c(OC(F)(F)C(F)F)c1, [H-], [H-], [H-], [H-], [Li+], [Na+], C1CCOC1, [OH-]. As a reaction SMILES: [Al+3:2].[CH3:7][c:8]1[c:9]([O:19][C:20]([CH:21]([F:22])[F:23])([F:24])[F:25])[cH:10][c:11]([C:12](=[O:13])[O:14][CH2:15][CH3:16])[cH:17][cH:18]1.[H-:1].[H-:4].[H-:5].[H-:6].[Li+:3].[Na+:27].[O:28]1[CH2:29][CH2:30][CH2:31][CH2:32]1.[OH-:26]>>[CH3:7][c:8]1[c:9]([O:19][C:20]([CH:21]([F:22])[F:23])([F:24])[F:25])[cH:10][c:11]([CH2:12][OH:13])[cH:17][cH:18]1. The product is Cc1ccc(CO)cc1OC(F)(F)C(F)F. The reactants are CN(C(=S)Cl)C (dimethylthiocarbamoyl chloride), [OH-].[K+] (potassium hydroxide), aqueous solution, C(C)(C)(C)C=1C(=CC(=C(C=O)C1)C)O (5-tert-butyl-4-hydroxy-2-methylbenzaldehyde), [OH-].[K+] (KOH), dimethylthiocarbamoyl-THF. Solvent: C1CCOC1 (THF), C1CCOC1 (THF), O (water). Reaction conditions: temperature 18.5 celsius, time 70 minute. The product is C(C)(C)(C)C1=C(C=C(C(=C1)C=O)C)OC(N(C)C)=S (Dimethylthiocarbamic acid O-(2-tert-Butyl-4-formyl-5-methylphenyl) Ester). RXN SMILES: [C:1]([C:5]1[C:6]([OH:14])=[CH:7][C:8]([CH3:13])=[C:9]([CH:12]=1)[CH:10]=[O:11])([CH3:4])([CH3:3])[CH3:2].[OH-].[K+].[CH3:17][N:18]([CH3:22])[C:19](Cl)=[S:20]>O.C1COCC1>[C:1]([C:5]1[CH:12]=[C:9]([CH:10]=[O:11])[C:8]([CH3:13])=[CH:7][C:6]=1[O:14][C:19](=[S:20])[N:18]([CH3:22])[CH3:17])([CH3:4])([CH3:3])[CH3:2] |f:1.2|. Procedure details: To a solution of 5-tert-butyl-4-hydroxy-2-methylbenzaldehyde (33.7 Kg, 162 mol correcting for a GC purity of 92.5%) in water (60 L) and THF (45 L) under a nitrogen atmosphere was added potassium hydroxide (5.0 Kg of a 45% aqueous solution) to adjust the pH of the solution to pH 12. The resulting solution was stirred at 10-19° C. while a solution of dimethylthiocarbamoyl chloride (28.7 Kg) in THF (36 L) was added over a 2.5 hour period with simultaneous addition of 45% KOH (22.2 Kg) in order to h... The reactants are C1(=CC=CC=C1)N1C=CC2=CC(=CC=C12)C#N (N-phenyl-5-cyanoindole), ClN(C1=CC=C(C=C1)C#N)C1=CC=CC=C1 (N-chloro-N-phenyl-4-cyanoaniline), CCC=S (methylthioacetaldehyde). The product is C1CCCC=2C3=CC=CC=C3NC12 (Tetrahydrocarbazole). As a reaction SMILES: [C:1]1([N:7]2[C:15]3[C:10](=[CH:11][C:12](C#N)=[CH:13][CH:14]=3)C=C2)[CH:6]=[CH:5][CH:4]=[CH:3][CH:2]=1.ClN(C1C=CC=CC=1)C1C=CC(C#N)=CC=1.CCC=S>>[CH2:2]1[C:1]2[NH:7][C:15]3[C:14](=[CH:13][CH:12]=[CH:11][CH:10]=3)[C:6]=2[CH2:5][CH2:4][CH2:3]1. Procedure: N-phenyl-5-cyanoindole from N-chloro-N-phenyl-4-cyanoaniline and methylthioacetaldehyde; Yields the product CS(=O)(=O)Nc1ccc2c(c1)C(=O)CC1(CCN(CCc3ccc4nonc4c3)CC1)O2, Cl. Reactants: BrCCc1ccc2nonc2c1, O=C([O-])O, CS(=O)(=O)Nc1ccc2c(c1)C(=O)CC1(CCNCC1)O2, CCO, Cl, [Na+]. RXN SMILES: [Br:1][CH2:2][CH2:3][c:4]1[cH:5][cH:6][c:7]2[c:8]([n:9][o:10][n:11]2)[cH:12]1.[C:35](=[O:36])([OH:37])[O-:38].[CH3:14][S:15](=[O:16])(=[O:17])[NH:18][c:19]1[cH:20][cH:21][c:22]2[c:23]([cH:34]1)[C:24](=[O:33])[CH2:25][C:26]1([O:27]2)[CH2:28][CH2:29][NH:30][CH2:31][CH2:32]1.[CH3:40][CH2:41][OH:42].[ClH:13].[Na+:39]>>[CH2:2]([CH2:3][c:4]1[cH:5][cH:6][c:7]2[c:8]([n:9][o:10][n:11]2)[cH:12]1)[N:30]1[CH2:29][CH2:28][C:26]2([CH2:25][C:24](=[O:33])[c:23]3[c:22]([cH:21][cH:20][c:19]([NH:18][S:15]([CH3:14])(=[O:16])=[O:17])[cH:34]3)[O:27]2)[CH2:32][CH2:31]1.[ClH:13]. Reactants: C(C)(C)(C)OC(=O)N(N)C(C=CC1=CC2=CC=CC=C2C=C1)=O (N-(3-naphthalen-2-yl-acryloyl)hydrazine carboxylic acid tert butyl ester), Cl (hydrochloric acid). The solvent is C(C)O (ethanol). Product: C1=C(C=CC2=CC=CC=C12)C=CC(=O)NN (3-naphthalen-2-yl-acrylic acid hydrazide). The yield is 91.6%. As a reaction SMILES: C(OC([N:8]([C:10](=[O:23])[CH:11]=[CH:12][C:13]1[CH:22]=[CH:21][C:20]2[C:15](=[CH:16][CH:17]=[CH:18][CH:19]=2)[CH:14]=1)[NH2:9])=O)(C)(C)C.Cl>C(O)C>[CH:14]1[C:15]2[C:20](=[CH:19][CH:18]=[CH:17][CH:16]=2)[CH:21]=[CH:22][C:13]=1[CH:12]=[CH:11][C:10]([NH:8][NH2:9])=[O:23]. Reported procedure: To a solution of the above hydrazine carboxylic acid tert butyl ester (4.5 g, 14.4 mmol) in ethanol (25 ml) was added 2N hydrochloric acid and the mixture was refluxed for 1 h. The solvent was evaporated in vacuo and the residue was dissolved in water (100 ml) and made alkaline to pH=9 with 1N sodium hydroxide. The precipitated was filtered off and washed with water (2×30 ml) and heptane (2×30 ml) and dried in vacuo at 50° C. which afforded 2.8 g (92%) of 3-naphthalen-2-yl-acrylic acid hydrazide...